From a dataset of the Open Reaction Database (ORD), a public repository of structured organic reaction records. describe an organic reaction: reactants, conditions, products, and yield Starting materials: COC=O, [H-], [Na+], CN(C)C=O, COC(=O)COc1cccc(-c2ccccc2)c1. The product is COC(=O)C(=CO)Oc1cccc(-c2ccccc2)c1. As a reaction SMILES: [CH:19](=[O:20])[O:21][CH3:22].[H-:23].[Na+:24].[O:25]=[CH:26][N:27]([CH3:28])[CH3:29].[c:1]1(-[c:7]2[cH:8][c:9]([O:10][CH2:11][C:12](=[O:13])[O:14][CH3:15])[cH:16][cH:17][cH:18]2)[cH:2][cH:3][cH:4][cH:5][cH:6]1>>[c:1]1(-[c:7]2[cH:8][c:9]([O:10][C:11]([C:12](=[O:13])[O:14][CH3:15])=[CH:19][OH:20])[cH:16][cH:17][cH:18]2)[cH:2][cH:3][cH:4][cH:5][cH:6]1. The reactants are C1CCCCC1, CC(C)NC(C)C, [Li]CCCC, [Na+], C1CCOC1, O=P([O-])(O)O, Cc1ccc(S(=O)(=O)C(C#N)C(C)(C)C(C)C)cc1. The product is CC1(C)C(C#N)C1(C)C. Reaction SMILES: [CH2:43]1[CH2:44][CH2:45][CH2:46][CH2:47][CH2:48]1.[CH:6]([NH:7][CH:8]([CH3:9])[CH3:10])([CH3:11])[CH3:12].[Li:1][CH2:2][CH2:3][CH2:4][CH3:5].[Na+:37].[O:38]1[CH2:39][CH2:40][CH2:41][CH2:42]1.[P:32]([OH:33])([OH:34])([O-:35])=[O:36].[c:13]1([CH3:14])[cH:15][cH:16][c:17]([S:18](=[O:19])(=[O:20])[CH:22]([C:23]#[N:24])[C:25]([CH:26]([CH3:27])[CH3:28])([CH3:29])[CH3:30])[cH:21][cH:31]1>>[CH:22]1([C:23]#[N:24])[C:25]([CH3:29])([CH3:30])[C:26]1([CH3:27])[CH3:28]. Reactants: CC(C)=O, CCCCCCCCCC(O)C#CC(=O)O, O=S(=O)(O)O. Yields the product CCCCCCCCCC(=O)C#CC(=O)O. As a reaction SMILES: [CH3:22][C:23](=[O:24])[CH3:25].[OH:1][CH:2]([C:3]#[C:4][C:5](=[O:6])[OH:7])[CH2:8][CH2:9][CH2:10][CH2:11][CH2:12][CH2:13][CH2:14][CH2:15][CH3:16].[S:17](=[O:18])(=[O:19])([OH:20])[OH:21]>>[O:1]=[C:2]([C:3]#[C:4][C:5](=[O:6])[OH:7])[CH2:8][CH2:9][CH2:10][CH2:11][CH2:12][CH2:13][CH2:14][CH2:15][CH3:16]. Starting materials: CC1(C)C=Cc2cccc(C(=O)O)c2N1, CC1CC2(CCN1)C(NC1CCCCC1)=NC(=O)N2c1cccc(F)c1, CN(C)C=O, O. The product is CC1CC2(CCN1C(=O)c1cccc3c1NC(C)(C)C=C3)C(NC1CCCCC1)=NC(=O)N2c1cccc(F)c1. As a reaction SMILES: [CH3:27][C:28]1([CH3:41])[NH:29][c:30]2[c:31]([C:38](=[O:39])[OH:40])[cH:32][cH:33][cH:34][c:35]2[CH:36]=[CH:37]1.[CH:1]1([NH:7][C:8]2=[N:9][C:10](=[O:26])[N:11]([c:19]3[cH:20][c:21]([F:25])[cH:22][cH:23][cH:24]3)[C:12]23[CH2:13][CH:14]([CH3:18])[NH:15][CH2:16][CH2:17]3)[CH2:2][CH2:3][CH2:4][CH2:5][CH2:6]1.[O:42]=[CH:43][N:44]([CH3:45])[CH3:46].[OH2:47]>>[CH:1]1([NH:7][C:8]2=[N:9][C:10](=[O:26])[N:11]([c:19]3[cH:20][c:21]([F:25])[cH:22][cH:23][cH:24]3)[C:12]23[CH2:13][CH:14]([CH3:18])[N:15]([C:38]([c:31]2[c:30]4[c:35]([cH:34][cH:33][cH:32]2)[CH:36]=[CH:37][C:28]([CH3:27])([CH3:41])[NH:29]4)=[O:39])[CH2:16][CH2:17]3)[CH2:2][CH2:3][CH2:4][CH2:5][CH2:6]1. The reactants are C(C1=CC=CC=C1)OC=1C=C2CCC(CC2=CC1[N+](=O)[O-])CC (6-benzyloxy-2-ethyl-7-nitro-1,2,3,4-tetrahydronaphthalene). The reagents and catalysts are [Pt] (Pt/C). Reaction conditions: time 18 hour. Yields the product C(C1=CC=CC=C1)OC=1C(=CC=2CC(CCC2C1)CC)N (3-Benzyloxy-7-ethyl-5,6,7,8-tetrahydronaphthalen-2-ylamine). Reaction SMILES: [CH2:1]([O:8][C:9]1[CH:10]=[C:11]2[C:16](=[CH:17][C:18]=1[N+:19]([O-])=O)[CH2:15][CH:14]([CH2:22][CH3:23])[CH2:13][CH2:12]2)[C:2]1[CH:7]=[CH:6][CH:5]=[CH:4][CH:3]=1>[Pt]>[CH2:1]([O:8][C:9]1[C:18]([NH2:19])=[CH:17][C:16]2[CH2:15][CH:14]([CH2:22][CH3:23])[CH2:13][CH2:12][C:11]=2[CH:10]=1)[C:2]1[CH:3]=[CH:4][CH:5]=[CH:6][CH:7]=1. Reported procedure: To a solution of 6-benzyloxy-2-ethyl-7-nitro-1,2,3,4-tetrahydronaphthalene (490 mg, 1.57 mmol) is added 5% Pt/C (680 mg) and stirred under hydrogen atmosphere (1 atm) for 18 h. It is then filtered through Celite and the filtrate is concentrated. The residue is purified by column chromatography to give the title compound as a brown solid. The reactants are C(C)(=O)OC(C)=O (acetic anhydride), OC1=CC=C2C(CC(OC2=C1C)(COC1=CC=C(C=C1)[N+](=O)[O-])C)=O (7-hydroxy-2,8-dimethyl-2-(4-nitrophenoxymethyl)-4-oxochroman), N1=CC=CC=C1 (pyridine), C1=CC=CC=C1 (benzene). Run in O (water). Run at time 8 hour. Yields the product C(C)(=O)OC1=CC=C2C(CC(OC2=C1C)(COC1=CC=C(C=C1)[N+](=O)[O-])C)=O (7-Acetoxy-2,8-dimethyl-2-(4-nitrophenoxymethyl)-4-oxochroman). Isolated yield 92.9%. Reaction SMILES: [C:1]([O:4][C:5](=[O:7])[CH3:6])(=O)[CH3:2].O[C:9]1[C:18](C)=[C:17]2[C:12]([C:13](=[O:32])[CH2:14][C:15]([CH3:31])([CH2:20][O:21][C:22]3[CH:27]=[CH:26][C:25]([N+:28]([O-:30])=[O:29])=[CH:24][CH:23]=3)[O:16]2)=[CH:11]C=1.N1C=CC=CC=1.C1C=CC=CC=1>O>[C:5]([O:4][C:1]1[C:18]([CH3:9])=[C:17]2[C:12]([C:13](=[O:32])[CH2:14][C:15]([CH3:31])([CH2:20][O:21][C:22]3[CH:27]=[CH:26][C:25]([N+:28]([O-:30])=[O:29])=[CH:24][CH:23]=3)[O:16]2)=[CH:11][CH:2]=1)(=[O:7])[CH3:6]. Procedure: 3.3 g of acetic anhydride were added to a mixture of 9.3 g of 7-hydroxy-2,8-dimethyl-2-(4-nitrophenoxymethyl)-4-oxochroman (prepared as described in Preparation 16), 50 ml of pyridine and 50 ml of benzene and allowed to stand overnight. The reaction mixture was then poured into water and extracted with benzene. The benzene extract was washed with 5% w/v aqueous hydrochloric acid and then with water, after which it was dried over anhydrous sodium sulfate. The solvent was then distilled off under ... Reactants: OC(c1ccc(Br)cc1)c1ccsc1, CCOCC, N#CC(Cl)(Cl)Cl, [H-], [Na+]. Yields the product N=C(OC(c1ccc(Br)cc1)c1ccsc1)C(Cl)(Cl)Cl. RXN SMILES: [Br:1][c:2]1[cH:3][cH:4][c:5]([CH:8]([OH:9])[c:10]2[cH:11][s:12][cH:13][cH:14]2)[cH:6][cH:7]1.[CH3:23][CH2:24][O:25][CH2:26][CH3:27].[Cl:17][C:18]([C:19]#[N:20])([Cl:21])[Cl:22].[H-:15].[Na+:16]>>[Br:1][c:2]1[cH:3][cH:4][c:5]([CH:8]([O:9][C:19]([C:18]([Cl:17])([Cl:21])[Cl:22])=[NH:20])[c:10]2[cH:11][s:12][cH:13][cH:14]2)[cH:6][cH:7]1. The reactants are O=C(C(=O)O)CCCCCC (2-ketooctanoic acid), ClC1(C(C1)C(=O)N)Cl (2,2-dichlorocyclopropanecarboxamide). The solvent is C1(=CC=CC=C1)C (toluene). Product: ClC1(C(C1)C(=O)N\C(\C(=O)O)=C/CCCCC)Cl (Z-2-(2,2-dichlorocyclopropanecarboxamido)-2-octenoic acid). The yield is 6.0%. RXN SMILES: O=[C:2]([CH2:6][CH2:7][CH2:8][CH2:9][CH2:10][CH3:11])[C:3]([OH:5])=[O:4].[Cl:12][C:13]1([Cl:19])[CH2:15][CH:14]1[C:16]([NH2:18])=[O:17]>C1(C)C=CC=CC=1>[Cl:12][C:13]1([Cl:19])[CH2:15][CH:14]1[C:16]([NH:18]/[C:2](=[CH:6]\[CH2:7][CH2:8][CH2:9][CH2:10][CH3:11])/[C:3]([OH:5])=[O:4])=[O:17]. Procedure details: A mixture of 1.19 g (7.5 mmoles) of 2-ketooctanoic acid, 0.77 g (5.0 mmoles) of 2,2-dichlorocyclopropanecarboxamide, and 5 ml toluene were reacted using the same procedure as in the previous example. The crude product (537 mg) was purified by conversion to the methyl ester (BF3 /CH3OH), preparative TLC (silica gel G, 4:1 hexane-EtOAc) and saponification of the pure Z-methyl ester (0.3M LiOH/CH3OH) to give 88 mg of Z-2-(2,2-dichlorocyclopropanecarboxamido)-2-octenoic acid as a partially crystalli... The reactants are C[O-].[Na+] (sodium methoxide), N12CCCC(CCC1)(C2)CO (1-azabicyclo[3.3.1]nonane-5-methanol), C(C(=O)Cl)(=O)Cl (oxalyl chloride), Cl.NO (hydroxylamine hydrochloride), C[O-].[Na+].CO (sodium methoxide methanol), CS(=O)C (dimethylsulfoxide). Solvent: C(C)N(CC)CC (Triethylamine), C(Cl)Cl (methylene chloride), C(Cl)Cl (methylene chloride), C(Cl)Cl (methylene chloride), C(Cl)Cl (methylene chloride). Run at time 30 minute. The product is N12CCCC(CCC1)(C2)C=NO (1-Azabicyclo[3.3.1]nonane-5-carboxaldehyde oxime). The yield is 59.9%. Reaction SMILES: C(Cl)(=O)C(Cl)=O.CS(C)=O.[N:11]12[CH2:19][C:15]([CH2:20]O)([CH2:16][CH2:17][CH2:18]1)[CH2:14][CH2:13][CH2:12]2.Cl.[NH2:23][OH:24].C[O-].[Na+].CO.C[O-].[Na+]>C(Cl)Cl.C(N(CC)CC)C>[N:11]12[CH2:19][C:15]([CH:20]=[N:23][OH:24])([CH2:16][CH2:17][CH2:18]1)[CH2:14][CH2:13][CH2:12]2 |f:3.4,5.6.7,8.9|. Procedure: A cooled (-65° C.) solution of oxalyl chloride (5.3 mL, 60 mmol) in anhydrous methylene chloride (100 mL) under nitrogen was treated dropwise with anhydrous dimethylsulfoxide (0.60 g, 120 mmol) in methylene chloride (30 mL) at a rate to keep the reaction temperature below -60° C. After 30 minutes at -65° C., a solution of 1-azabicyclo[3.3.1]nonane-5-methanol (6.21 g, 40 mmol) in methylene chloride (30 mL) was added dropwise at a rate to keep the reaction temperature below -55° C., and the mixtur...